Task: describe an organic reaction: reactants, conditions, products, and yield. Dataset: the Open Reaction Database (ORD), a public repository of structured organic reaction records Starting materials: BrB(Br)Br, ClCCl, COc1c(F)ccc(C(Nc2cccc3nc(C)ccc23)C(O)(CSc2nccn2C)C(F)(F)F)c1F. The product is Cc1ccc2c(NC(c3ccc(F)c(O)c3F)C(O)(CSc3nccn3C)C(F)(F)F)cccc2n1. RXN SMILES: [B:38]([Br:39])([Br:40])[Br:41].[Cl:42][CH2:43][Cl:44].[F:1][c:2]1[c:3]([CH:11]([C:12]([OH:13])([C:14]([F:15])([F:16])[F:17])[CH2:18][S:19][c:20]2[n:21]([CH3:25])[cH:22][cH:23][n:24]2)[NH:26][c:27]2[c:28]3[cH:29][cH:30][c:31]([CH3:37])[n:32][c:33]3[cH:34][cH:35][cH:36]2)[cH:4][cH:5][c:6]([F:10])[c:7]1[O:8][CH3:9]>>[F:1][c:2]1[c:3]([CH:11]([C:12]([OH:13])([C:14]([F:15])([F:16])[F:17])[CH2:18][S:19][c:20]2[n:21]([CH3:25])[cH:22][cH:23][n:24]2)[NH:26][c:27]2[c:28]3[cH:29][cH:30][c:31]([CH3:37])[n:32][c:33]3[cH:34][cH:35][cH:36]2)[cH:4][cH:5][c:6]([F:10])[c:7]1[OH:8]. The reactants are BrC1=CC(=CC2=C1N=C(S2)C2=C(C(=CC=C2)OC)C(C)C)OC (4-Bromo-6-methoxy-2-(2-isopropyl-3-methoxy-phenyl)-benzothiazole), B(Br)(Br)Br (boron tribromide). The product is BrC1=CC(=CC2=C1N=C(S2)C2=C(C(=CC=C2)O)C(C)C)O (4-Bromo-6-hydroxy-2-(2-isopropyl-3-hydroxy-phenyl)-benzothiazol). Isolated yield 53.8%. Reaction SMILES: [Br:1][C:2]1[C:7]2[N:8]=[C:9]([C:11]3[CH:16]=[CH:15][CH:14]=[C:13]([O:17]C)[C:12]=3[CH:19]([CH3:21])[CH3:20])[S:10][C:6]=2[CH:5]=[C:4]([O:22]C)[CH:3]=1.B(Br)(Br)Br>>[Br:1][C:2]1[C:7]2[N:8]=[C:9]([C:11]3[CH:16]=[CH:15][CH:14]=[C:13]([OH:17])[C:12]=3[CH:19]([CH3:20])[CH3:21])[S:10][C:6]=2[CH:5]=[C:4]([OH:22])[CH:3]=1. Procedure details: 4-Bromo-6-methoxy-2-(2-isopropyl-3-methoxy-phenyl)-benzothiazole (60 mg, 0.153 mmol) was treated with boron tribromide under standard condition to give the title compound (30 mg, 54% yield) as a yellow solid. Mass spec: MH+=364. Reactants: [O-]S(=O)(=O)[O-].[Mg+2] (MgSO4), ClC1=CC=C(C=C1)C1=CC(=NN1C1=CC=C(C=C1)OC)C(=O)OCC (Ethyl 5-(4-chlorophenyl)-1-(4-methoxyphenyl)pyrazole-3-carboxylate), [H-].[H-].[H-].[H-].[Li+].[Al+3] (LiAlH4). The solvent is CCOCC (Et2O), O (H2O), [OH-].[Na+] (NaOH), O (H2O), C1CCOC1 (THF), C1CCOC1 (THF). Run at time 1 hour. Product: ClC1=CC=C(C=C1)C1=CC(=NN1C1=CC=C(C=C1)OC)CO (5-(4-Chlorophenyl)-3-hydroxymethyl-1-(4-methoxyphenyl) pyrazole). The yield is 92.6%. RXN SMILES: [Cl:1][C:2]1[CH:7]=[CH:6][C:5]([C:8]2[N:12]([C:13]3[CH:18]=[CH:17][C:16]([O:19][CH3:20])=[CH:15][CH:14]=3)[N:11]=[C:10]([C:21](OCC)=[O:22])[CH:9]=2)=[CH:4][CH:3]=1.[H-].[H-].[H-].[H-].[Li+].[Al+3].[O-]S([O-])(=O)=O.[Mg+2]>C1COCC1.CCOCC.O.[OH-].[Na+]>[Cl:1][C:2]1[CH:3]=[CH:4][C:5]([C:8]2[N:12]([C:13]3[CH:18]=[CH:17][C:16]([O:19][CH3:20])=[CH:15][CH:14]=3)[N:11]=[C:10]([CH2:21][OH:22])[CH:9]=2)=[CH:6][CH:7]=1 |f:1.2.3.4.5.6,7.8,12.13|. Procedure: A solution of compound 1 (9.1 g, 25.5 mM) in THF (50 ml) was added over 45 min to a stirred suspension of LiAlH4 (0.726 g, 19.1 mM) in THF (50 ml) at 0° C. and stirring continued for 1 hr. The suspension was diluted with Et2O (100 ml) and H2O (0.73 ml), 15% aq. NaOH (0.73 ml) and H2O (2.1 ml) were added in sequence. The mixture was stirred for 16 hr, MgSO4 added and the suspension stirred an additional hour, filtered and the solids washed with Et2O. The combined organic layer was concentrated in... The reactants are COC=1C=CC(=CC1)P2(=S)SP(=S)(S2)C=3C=CC(=CC3)OC (Lawesson's reagent), COC=1C=C(C=C(C1)OC)NC(C1=C(C=CC=C1F)F)=O (N-(3,5-dimethoxyphenyl)-2,6-difluorobenzamide). The solvent is C1(=CC=CC=C1)C (toluene). Reaction conditions: temperature 120 celsius, time 8 hour. The product is COC=1C=C(C=C(C1)OC)NC(=S)C1=C(C=CC=C1F)F (N-(3,5-dimethoxyphenyl)-2,6-difluorobenzenecarbothioamide). Isolated yield 96.0%. RXN SMILES: COC1C=CC(P2(SP(C3C=CC(OC)=CC=3)(=S)S2)=[S:10])=CC=1.[CH3:23][O:24][C:25]1[CH:26]=[C:27]([NH:33][C:34](=O)[C:35]2[C:40]([F:41])=[CH:39][CH:38]=[CH:37][C:36]=2[F:42])[CH:28]=[C:29]([O:31][CH3:32])[CH:30]=1>C1(C)C=CC=CC=1>[CH3:23][O:24][C:25]1[CH:26]=[C:27]([NH:33][C:34]([C:35]2[C:40]([F:41])=[CH:39][CH:38]=[CH:37][C:36]=2[F:42])=[S:10])[CH:28]=[C:29]([O:31][CH3:32])[CH:30]=1. Procedure: 20.3 g (50 mmol; 1.5 equivalents) of Lawesson's reagent is added to 9.8 g (33.4 mmol) of N-(3,5-dimethoxyphenyl)-2,6-difluorobenzamide in solution in 150 ml of anhydrous toluene. The reaction medium is maintained under stirring at 120° C. for 8 hours, then, after returning to ambient temperature, is washed with 3 times 75 ml of water. The resulting organic phase is dried over magnesium sulphate then the solvent is evaporated off under reduced pressure. The residue is purified by chromatography o... The reactants are [Mg] (magnesium), Grignard reagent, [Cl-].[NH4+] (ammonium chloride), Grignard reagent, S(=O)(Cl)Cl (thionyl chloride), C(C)(C)(C)OC1=CC=C(C=C1)Cl (4-tert-butoxyphenyl chloride), C[Si](C)(C)OS(=O)(=O)C(F)(F)F (trimethylsilyltrifluoromethane sulfonate). Solvent: C1CCOC1 (THF), C1CCOC1 (THF). Run at time 30 minute. Yields the product FC(S(=O)(=O)[O-])(F)F.C(C)(C)(C)OC1=CC=C(C=C1)[S+](C1=CC=C(C=C1)OC(C)(C)C)C1=CC=C(C=C1)OC(C)(C)C (tris(4-tert-butoxyphenyl)sulfonium trifluoromethanesulfonate). The yield is 45.0%. RXN SMILES: [Mg].[C:2]([O:6][C:7]1[CH:12]=[CH:11][C:10](Cl)=[CH:9][CH:8]=1)([CH3:5])([CH3:4])[CH3:3].S(Cl)(Cl)=O.C[Si]([O:22][S:23]([C:26]([F:29])([F:28])[F:27])(=[O:25])=[O:24])(C)C.[Cl-].[NH4+]>C1COCC1>[F:27][C:26]([F:29])([F:28])[S:23]([O-:25])(=[O:24])=[O:22].[C:2]([O:6][C:7]1[CH:12]=[CH:11][C:10]([S+:23]([C:26]2[CH:11]=[CH:12][C:7]([O:6][C:2]([CH3:5])([CH3:4])[CH3:3])=[CH:8][CH:9]=2)[C:10]2[CH:11]=[CH:12][C:7]([O:6][C:2]([CH3:5])([CH3:3])[CH3:4])=[CH:8][CH:9]=2)=[CH:9][CH:8]=1)([CH3:5])([CH3:4])[CH3:3] |f:4.5,7.8|. Procedure: A Grignard reagent was conventionally prepared using 60.7 g (2.5 mol) of magnesium, 461 g (2.5 mol) of 4-tert-butoxyphenyl chloride, and 700 g of THF. The Grignard reagent solution was cooled in an ice water bath whereupon 59.5 g (0.5 mol) of thionyl chloride diluted with 100 g of THF was added dropwise at less 30° C. Reaction mixture was ripened for about 30 minutes. Thereafter, 277.8 g (1.25 mol) of trimethylsilyltrifluoromethane sulfonate was added dropwise at less 20° C. Reaction mixture was... Reported procedure: 4-Cyanothioxanthone-10,10-dioxide (1.35g), sodium azide (0.39g) ammonium chloride (0.32g) and dimethylsulphoxide were heated together at 125°- 130° C. for 6.5 hr. The mixture was cooled, poured into dilute hydrochloric acid and the precipitated product filtered off. It was warmed with 1% sodium bicarbonate solution, filtered, and the filtrate acidified with dilute hydrochloric acid. 4-(5-Tetrazolyl)thioxanthone-10,10-dioxide was filtered off and recrystallised from acetic acid, m.p. 271° C. with... RXN SMILES: [C:1]([C:3]1[C:16]2[S:15](=[O:18])(=[O:17])[C:14]3[C:9](=[CH:10][CH:11]=[CH:12][CH:13]=3)[C:8](=[O:19])[C:7]=2[CH:6]=[CH:5][CH:4]=1)#[N:2].[N-:20]=[N+:21]=[N-:22].[Na+].Cl>CS(C)=O>[NH:20]1[C:1]([C:3]2[C:16]3[S:15](=[O:17])(=[O:18])[C:14]4[C:9](=[CH:10][CH:11]=[CH:12][CH:13]=4)[C:8](=[O:19])[C:7]=3[CH:6]=[CH:5][CH:4]=2)=[N:2][N:22]=[N:21]1 |f:1.2|. Yields the product N1N=NN=C1C1=CC=CC=2C(C3=CC=CC=C3S(C12)(=O)=O)=O (4-(5-Tetrazolyl)thioxanthone-10,10-dioxide). Run in CS(=O)C (dimethylsulphoxide). Starting materials: C(#N)C1=CC=CC=2C(C3=CC=CC=C3S(C12)(=O)=O)=O (4-Cyanothioxanthone-10,10-dioxide), [N-]=[N+]=[N-].[Na+] (sodium azide), Cl (hydrochloric acid). The reactants are C(C)(C)(C)[Si](OC=1C(CCCC1)=O)(C)C (2-(tert-butyl-dimethyl-silanyloxy)-cyclohex-2-enone), CC(C)(C)OC(N(C)C)N(C)C (Bredereck's reagent). Run in C1(=CC=CC=C1)C (toluene). Reaction conditions: temperature 115 celsius, time 24 hour. Product: C(C)(C)(C)[Si](OC=1C(C(CCC1)=CN(C)C)=O)(C)C (2-(tert-butyl-dimethyl-silanyloxy)-6-dimethylaminomethylene-cyclohex-2-enone). Reaction SMILES: [C:1]([Si:5]([CH3:15])([CH3:14])[O:6][C:7]1[C:8](=[O:13])[CH2:9][CH2:10][CH2:11][CH:12]=1)([CH3:4])([CH3:3])[CH3:2].CC(O[CH:21](N(C)C)[N:22]([CH3:24])[CH3:23])(C)C>C1(C)C=CC=CC=1>[C:1]([Si:5]([CH3:15])([CH3:14])[O:6][C:7]1[C:8](=[O:13])[C:9](=[CH:21][N:22]([CH3:24])[CH3:23])[CH2:10][CH2:11][CH:12]=1)([CH3:4])([CH3:3])[CH3:2]. Procedure: A mixture of 2-(tert-butyl-dimethyl-silanyloxy)-cyclohex-2-enone (6.9 g, 30.48 mmol) in dry toluene (50 mL) was treated with Bredereck's reagent (9.44 ml, 45.72 mmol) was stirred at 115° C. for 24 hours. The mixture was concentrated under reduced pressure to give 2-(tert-butyl-dimethyl-silanyloxy)-6-dimethylaminomethylene-cyclohex-2-enone as a semi-solid brown residue which was used as such in the next step. Starting materials: C1CNCCN1, [Cl-], O=C(O)Cc1cc(Cl)cc2c(-c3ccccc3)onc12. The product is O=C(Cc1cc(Cl)cc2c(-c3ccccc3)onc12)N1CCNCC1. As a reaction SMILES: [CH2:22]1[CH2:23][NH:24][CH2:25][CH2:26][NH:27]1.[Cl-:1].[Cl:2][c:3]1[cH:4][c:5]([CH2:18][C:19](=[O:20])[OH:21])[c:6]2[c:7]([c:8](-[c:11]3[cH:12][cH:13][cH:14][cH:15][cH:16]3)[o:9][n:10]2)[cH:17]1>>[Cl:2][c:3]1[cH:4][c:5]([CH2:18][C:19](=[O:21])[N:24]2[CH2:23][CH2:22][NH:27][CH2:26][CH2:25]2)[c:6]2[c:7]([c:8](-[c:11]3[cH:12][cH:13][cH:14][cH:15][cH:16]3)[o:9][n:10]2)[cH:17]1. Reaction SMILES: [CH3:26][OH:27].[Cl:1][c:2]1[c:3]([CH2:9][S:10][c:11]2[n+:12]([O-:18])[cH:13][cH:14][cH:15][c:16]2[CH3:17])[c:4]([Cl:8])[cH:5][cH:6][cH:7]1.[Na+:25].[Na:28].[O-:29][W:30](=[O:31])(=[O:32])[O-:33].[OH:19][OH:20].[S:21]([O-:22])(=[O:23])[OH:24]>>[Cl:1][c:2]1[c:3]([CH2:9][S:10]([c:11]2[n+:12]([O-:18])[cH:13][cH:14][cH:15][c:16]2[CH3:17])=[O:22])[c:4]([Cl:8])[cH:5][cH:6][cH:7]1. Product: Cc1ccc[n+]([O-])c1S(=O)Cc1c(Cl)cccc1Cl. The reactants are CO, Cc1ccc[n+]([O-])c1SCc1c(Cl)cccc1Cl, [Na+], [Na], O=[W](=O)([O-])[O-], OO, O=S([O-])O.